Dataset: the Open Reaction Database (ORD), a public repository of structured organic reaction records. Task: describe an organic reaction: reactants, conditions, products, and yield Starting materials: C#Cc1cccc(N)c1, CC(C)(C)O, CC(C)O, COC(=O)c1ccc2ncnc(Cl)c2c1, Cl. The product is Cl, C#Cc1cccc(Nc2ncnc3ccc(C(=O)OC)cc23)c1. Reaction SMILES: [C:17](#[CH:18])[c:19]1[cH:20][c:21]([NH2:22])[cH:23][cH:24][cH:25]1.[C:26]([OH:27])([CH3:28])([CH3:29])[CH3:30].[CH:31]([OH:32])([CH3:33])[CH3:34].[Cl:1][c:2]1[n:3][cH:4][n:5][c:6]2[cH:7][cH:8][c:9]([C:12](=[O:13])[O:14][CH3:15])[cH:10][c:11]12.[ClH:16]>>[ClH:1].[c:2]1([NH:22][c:21]2[cH:20][c:19]([C:17]#[CH:18])[cH:25][cH:24][cH:23]2)[n:3][cH:4][n:5][c:6]2[cH:7][cH:8][c:9]([C:12](=[O:13])[O:14][CH3:15])[cH:10][c:11]12. The reactants are [Na] (sodium), C(C1=CN=CC=C1)(=O)OCC (ethyl nicotinate), COC=1C=C(CC#N)C=CC1OC (3,4-dimethoxybenzyl cyanide), CC[O-].[Na+] (sodium ethylate). Solvent: C(C)O (ethanol), O (water). Product: N1=CC(=CC=C1)C(=O)CC1=CC(=C(C=C1)OC)OC (3,4-Dimethoxybenzyl 3-pyridyl ketone). Reaction SMILES: [C:1]([O:9]CC)(=O)[C:2]1[CH:7]=[CH:6][CH:5]=[N:4][CH:3]=1.[CH3:12][O:13][C:14]1[CH:15]=[C:16]([CH:20]=[CH:21][C:22]=1[O:23][CH3:24])[CH2:17]C#N.CC[O-].[Na+].[Na]>O.C(O)C>[N:4]1[CH:5]=[CH:6][CH:7]=[C:2]([C:1]([CH2:17][C:16]2[CH:20]=[CH:21][C:22]([O:23][CH3:24])=[C:14]([O:13][CH3:12])[CH:15]=2)=[O:9])[CH:3]=1 |f:2.3,^1:28|. Procedure details: A mixture of 45.4 g of ethyl nicotinate and 35.4 g of 3,4-dimethoxybenzyl cyanide is added dropwise to a boiling solution of sodium ethylate prepared from 6 g of sodium and 100 ml of ethanol. The mixture is kept at reflux for 5 hours and, after cooling, is poured into 1 liter of water. The excess nicotinic ester is removed with toluene, and the aqueous solution is neutralized with glacial acetic acid, 50.7 g of α-cyano-3,4-dimethoxybenzyl 3-pyridyl ketone separating out as crystals (melting poin...